This data is from the Open Reaction Database (ORD), a public repository of structured organic reaction records. The task is: describe an organic reaction: reactants, conditions, products, and yield Reactants: C1CCOC1, C[Si](C)(C)[N-][Si](C)(C)C, ClC(Cl)(Cl)C(Cl)(Cl)Cl, [Li+], O=[N+]([O-])c1cnn(CC2COC2)c1. The product is O=[N+]([O-])c1cnn(CC2COC2)c1Cl. As a reaction SMILES: [CH2:32]1[O:33][CH2:34][CH2:35][CH2:36]1.[CH3:15][Si:16]([N-:17][Si:18]([CH3:19])([CH3:20])[CH3:21])([CH3:22])[CH3:23].[Cl:24][C:25]([C:26]([Cl:27])([Cl:28])[Cl:29])([Cl:30])[Cl:31].[Li+:14].[N+:1](=[O:2])([O-:3])[c:4]1[cH:5][n:6][n:7]([CH2:9][CH:10]2[CH2:11][O:12][CH2:13]2)[cH:8]1>>[N+:1](=[O:2])([O-:3])[c:4]1[cH:5][n:6][n:7]([CH2:9][CH:10]2[CH2:11][O:12][CH2:13]2)[c:8]1[Cl:24].